Dataset: the Open Reaction Database (ORD), a public repository of structured organic reaction records. Task: describe an organic reaction: reactants, conditions, products, and yield The reactants are nitrosubstituted benzaldehydes, N (ammonia), [OH-].[K+] (potassium hydroxide), [N+](=O)([O-])C1=C(C(=O)O)C=CC=C1 (nitrobenzoic acid), [N+](=O)([O-])C(C1=CC=CC=C1)O (nitrobenzyl alcohol), ClC(Cl)(Cl)C(C1=CC=CC=C1)([N+](=O)[O-])O (trichloromethylnitrobenzyl alcohol), CC(C)([O-])C.[K+] (Potassium t-butoxide). The product is ClC(Cl)(Cl)C(C1=CC(=CC=C1)[N+](=O)[O-])O (trichloromethyl-3-nitrobenzyl alcohol). Yield: 72.0%. Reaction SMILES: [OH-].[K+].[N+:3]([C:6]1[CH:14]=[CH:13][CH:12]=[CH:11][C:7]=1C(O)=O)([O-:5])=[O:4].[N+](C(O)C1C=CC=CC=1)([O-])=O.[Cl:26][C:27]([C:30]([OH:40])([N+]([O-])=O)C1C=CC=CC=1)([Cl:29])[Cl:28].CC(C)([O-])C.[K+].N>>[Cl:26][C:27]([CH:30]([OH:40])[C:13]1[CH:12]=[CH:11][CH:7]=[C:6]([N+:3]([O-:5])=[O:4])[CH:14]=1)([Cl:29])[Cl:28] |f:0.1,5.6|. Procedure: Several articles have described the condensation of substituted benzaldehyde derivatives with chloroform in the presence of various bases to produce the corresponding α-(trichloromethyl)benzyl alcohols. In the case of nitrosubstituted benzaldehydes, only Cannizzaro reaction products are obtained when powdered potassium hydroxide is used as the base without solvent. Phase transfer conditions produce a mixture of nitrobenzoic acid, nitrobenzyl alcohol, and trichloromethylnitrobenzyl alcohol. Potas... Reactants: Cl (hydrochloric acid), OC1=C(C=CC=C1C=1NC2=C(C=NC=C2)N1)C1=NC2=C(N1)C=CC(=C2)C(=N)N (2-[2-Hydroxy-3-(1H-imidazo[4,5-c]pyridin-2-yl)-phenyl]-1H-benzoimidazole-5-carboxamidine). The reagents and catalysts are O=[Pt]=O (PtO2). The solvent is CO (MeOH). Conditions: time 15 hour. Product: OC1=C(C=CC=C1C1=NC2=C(CNCC2)N1)C1=NC2=C(N1)C=CC(=C2)C(=N)N (2-[2-Hydroxy-3-(4,5,6,7-tetrahydro-3H-imidazo[4,5-c]pyridin-2-yl)-phenyl]-1H-benzoimidazole-5-carboxamidine). Yield: 19.8%. Reaction SMILES: Cl.[OH:2][C:3]1[C:8]([C:9]2[NH:10][C:11]3[CH:16]=[CH:15][N:14]=[CH:13][C:12]=3[N:17]=2)=[CH:7][CH:6]=[CH:5][C:4]=1[C:18]1[NH:22][C:21]2[CH:23]=[CH:24][C:25]([C:27]([NH2:29])=[NH:28])=[CH:26][C:20]=2[N:19]=1>CO.O=[Pt]=O>[OH:2][C:3]1[C:8]([C:9]2[NH:17][C:12]3[CH2:13][NH:14][CH2:15][CH2:16][C:11]=3[N:10]=2)=[CH:7][CH:6]=[CH:5][C:4]=1[C:18]1[NH:22][C:21]2[CH:23]=[CH:24][C:25]([C:27]([NH2:29])=[NH:28])=[CH:26][C:20]=2[N:19]=1. Reported procedure: PtO2 (20 mg) and concentrated hydrochloric acid (5 mL) was added to a solution of 2-[2-Hydroxy-3-(1H-imidazo[4,5-c]pyridin-2-yl)-phenyl]-1H-benzoimidazole-5-carboxamidine (Example 120, Table 2) (100 mg, 0.27 mmol) in MeOH (20 mL). The mixture was hydrogenated at 50 psi in a Parr apparatus for 12-18 h. After the hydrogenation was completed, the catalyst was filtered and the filtrate was concentrated to dryness. HPLC purification (2-50% acetonitrile/60 minutes) followed by lyophilization afforded ... Starting materials: C1[C@@H](O1)CO ((S)-glycidol), C(C1=CC=CC=C1)O (benzyl alcohol), [F-].[Cs+] (CsF), C(C1=CC=CC=C1)O (benzyl alcohol). Run at temperature 120 celsius, time 16 hour. Product: C(C1=CC=CC=C1)OC[C@H](CO)O ((2S)-3-(benzyloxy)-1,2-propanediol). Yield: 19.4%. Reaction SMILES: [CH2:1]1[O:3][C@H:2]1[CH2:4][OH:5].[CH2:6]([OH:13])[C:7]1[CH:12]=[CH:11][CH:10]=[CH:9][CH:8]=1.[F-].[Cs+]>>[CH2:6]([O:13][CH2:1][C@@H:2]([OH:3])[CH2:4][OH:5])[C:7]1[CH:12]=[CH:11][CH:10]=[CH:9][CH:8]=1 |f:2.3|. Reported procedure: A mixture of (S)-glycidol (77) (20 g, 0.27 mol), benzyl alcohol (27.9 mL, 0.27 mol) and CsF (0.82 g, 5.40 mmol) was heated with stirring at 120° C. for 16 h. Unreacted benzyl alcohol was removed using a rotary evaporator attached to a high vacuum line. The product was partitioned between EtOAc and water, and the organic extract was evaporated and chromatographed on silica. Elution with petroleum ether gave fore fractions, and then further elution with EtOAc/petroleum ether (3:7) gave (2S)-3-(ben... Reactants: COC(=O)C1=C(C=CC=C1)C1=NC2=CC=C(C=C2C(=C1)C(=O)O)C (2-(2-methoxycarbonyl-phenyl)-6-methyl-4-quinolinecarboxylic acid). The solvent is C1(=CC=CC=C1)OC1=CC=CC=C1 (diphenyl ether). Conditions: temperature 225 celsius. Product: CC=1C=C2C=CC(=NC2=CC1)C1=C(C(=O)OC)C=CC=C1 (methyl 2-(6-methylquinolin-2-yl)benzoate). Isolated yield 66.8%. As a reaction SMILES: [CH3:1][O:2][C:3]([C:5]1[CH:10]=[CH:9][CH:8]=[CH:7][C:6]=1[C:11]1[CH:20]=[C:19](C(O)=O)[C:18]2[C:13](=[CH:14][CH:15]=[C:16]([CH3:24])[CH:17]=2)[N:12]=1)=[O:4]>C1(OC2C=CC=CC=2)C=CC=CC=1>[CH3:24][C:16]1[CH:17]=[C:18]2[C:13](=[CH:14][CH:15]=1)[N:12]=[C:11]([C:6]1[CH:7]=[CH:8][CH:9]=[CH:10][C:5]=1[C:3]([O:2][CH3:1])=[O:4])[CH:20]=[CH:19]2. Procedure details: 267 mg (0.831 mmol) of 2-(2-methoxycarbonylphenyl)-6-methyl-4-quinolinecarboxylic acid obtained in Example 4 was dissolved in 4.0 ml of diphenyl ether and heated at 225° C. for 10 minutes. After allowing the mixture to cool to room temperature, purification was carried out by flash silica gel chromatography using a mixed solvent of hexane and ethyl acetate (10/1) to obtain 154 mg of methyl 2-(6-methylquinolin-2-yl)benzoate. NMR (270 MHz, CDCl3): Reactants: OC1=CC=2N(C=C1)C(=CN2)C(=O)[O-] (7-hydroxyimidazo[1,2-a]pyridine-3-carboxylate), O.[OH-].[Li+] (lithium hydroxide monohydrate), O.[OH-].[Li+] (lithium hydroxide monohydrate). The solvent is C1CCOC1.C(C)O.O (THF ethanol water). Run at time 8 hour. The product is OC1=CC=2N(C=C1)C(=CN2)C(=O)O (7-hydroxyimidazo[1,2-a]pyridine-3-carboxylic Acid). Isolated yield 100.0%. Reaction SMILES: [OH:1][C:2]1[CH:7]=[CH:6][N:5]2[C:8]([C:11]([O-:13])=[O:12])=[CH:9][N:10]=[C:4]2[CH:3]=1.O.[OH-].[Li+]>C1COCC1.C(O)C.O>[OH:1][C:2]1[CH:7]=[CH:6][N:5]2[C:8]([C:11]([OH:13])=[O:12])=[CH:9][N:10]=[C:4]2[CH:3]=1 |f:1.2.3,4.5.6|. Procedure details: A solution of 7-hydroxyimidazo[1,2-a]pyridine-3-carboxylate (414 mg, 2.01 mmol) in a 2:1:1 THF/ethanol/water mixture (36 mL) was treated at ambient temperature with lithium hydroxide monohydrate (2.1 equivalents). The reaction mixture was stirred at ambient temperature overnight. To the reaction were then added another 2.1 equivalents of lithium hydroxide monohydrate and stirring continued for 72 hours. After removal of the volatiles the mixture was diluted with water, cooled in an ice bath, and... Reactants: CCOc1cc(N)c(F)cc1Br, ClCCl, CCOC(=O)Cl, c1ccncc1. Yields the product CCOC(=O)Nc1cc(OCC)c(Br)cc1F. RXN SMILES: [Br:7][c:8]1[cH:9][c:10]([F:18])[c:11]([NH2:12])[cH:13][c:14]1[O:15][CH2:16][CH3:17].[CH2:25]([Cl:26])[Cl:27].[Cl:1][C:2](=[O:3])[O:4][CH2:5][CH3:6].[cH:19]1[cH:20][cH:21][n:22][cH:23][cH:24]1>>[C:2](=[O:3])([O:4][CH2:5][CH3:6])[NH:12][c:11]1[c:10]([F:18])[cH:9][c:8]([Br:7])[c:14]([O:15][CH2:16][CH3:17])[cH:13]1. Reactants: CS(=O)(=O)Cl, Cn1cc(C(=O)NCc2ccc(Cl)cc2)c(=O)c2sc(CO)c(COCC[Si](C)(C)C)c21, CN(C)C=O, Cc1cc(C)nc(C)c1. Yields the product Cn1cc(C(=O)NCc2ccc(Cl)cc2)c(=O)c2sc(CCl)c(COCC[Si](C)(C)C)c21. Reaction SMILES: [CH3:42][S:43]([Cl:44])(=[O:45])=[O:46].[Cl:1][c:2]1[cH:3][cH:4][c:5]([CH2:6][NH:7][C:8](=[O:9])[c:10]2[c:11](=[O:30])[c:12]3[c:13]([n:14]([CH3:16])[cH:15]2)[c:17]([CH2:22][O:23][CH2:24][CH2:25][Si:26]([CH3:27])([CH3:28])[CH3:29])[c:18]([CH2:20][OH:21])[s:19]3)[cH:31][cH:32]1.[O:47]=[CH:48][N:49]([CH3:50])[CH3:51].[n:33]1[c:34]([CH3:35])[cH:36][c:37]([CH3:38])[cH:39][c:40]1[CH3:41]>>[Cl:1][c:2]1[cH:3][cH:4][c:5]([CH2:6][NH:7][C:8](=[O:9])[c:10]2[c:11](=[O:30])[c:12]3[c:13]([n:14]([CH3:16])[cH:15]2)[c:17]([CH2:22][O:23][CH2:24][CH2:25][Si:26]([CH3:27])([CH3:28])[CH3:29])[c:18]([CH2:20][Cl:44])[s:19]3)[cH:31][cH:32]1. Starting materials: O=C(O)c1cn(C2CC2)c2nc(N3CCNCC3)c(F)cc2c1=O, O=[N+]([O-])O, O=S(=O)(O)O. The product is O=C(O)c1cn(C2CC2)c2nc(O)c(F)cc2c1=O. Reaction SMILES: [CH:5]1([n:8]2[cH:9][c:10]([C:26](=[O:27])[OH:28])[c:11](=[O:25])[c:12]3[cH:13][c:14]([F:24])[c:15]([N:18]4[CH2:19][CH2:20][NH:21][CH2:22][CH2:23]4)[n:16][c:17]23)[CH2:6][CH2:7]1.[OH:1][N+:2](=[O:3])[O-:4].[S:29](=[O:30])(=[O:31])([OH:32])[OH:33]>>[OH:1][c:15]1[c:14]([F:24])[cH:13][c:12]2[c:11](=[O:25])[c:10]([C:26](=[O:27])[OH:28])[cH:9][n:8]([CH:5]3[CH2:6][CH2:7]3)[c:17]2[n:16]1. Reaction SMILES: [OH:1][C:2]1[CH:3]=[C:4]2[C:9](=[CH:10][CH:11]=1)[N:8]([C:12](=[O:15])[CH2:13][CH3:14])[CH2:7][CH2:6][C:5]2=[O:16].[Cl:17]N1C(=O)CCC1=O.O>CN(C)C=O>[Cl:17][C:3]1[C:2]([OH:1])=[CH:11][CH:10]=[C:9]2[C:4]=1[C:5](=[O:16])[CH2:6][CH2:7][N:8]2[C:12](=[O:15])[CH2:13][CH3:14]. Product: ClC1=C2C(CCN(C2=CC=C1O)C(CC)=O)=O (5-chloro-6-hydroxy-4-oxo-1-propionyl-1,2,3,4-tetrahydroquinoline). The yield is 91.5%. The solvent is CN(C=O)C (N,N-dimethylformamide). Reported procedure: A solution of 6-hydroxy-4-oxo-1-propionyl-1,2,3,4-tetrahydroquinoline (1.643 g) and N-chlorosuccinimide (1.068 g) in N,N-dimethylformamide (10 ml) was stirred at room temperature for 18 hours, poured into water, and extracted with ethyl acetate. The extract was washed with water, dried over magnesium sulfate, and evaporated in vacuo. The residual solid was recrystallized from chloroform to give 5-chloro-6-hydroxy-4-oxo-1-propionyl-1,2,3,4-tetrahydroquinoline (1.74 g). Reactants: OC=1C=C2C(CCN(C2=CC1)C(CC)=O)=O (6-hydroxy-4-oxo-1-propionyl-1,2,3,4-tetrahydroquinoline), ClN1C(CCC1=O)=O (N-chlorosuccinimide), O (water).